Dataset: the Open Reaction Database (ORD), a public repository of structured organic reaction records. Task: describe an organic reaction: reactants, conditions, products, and yield Reactants: BrCC=1C=C(C#N)C=C(C1)C(F)(F)F (3-Bromomethyl-5-trifluoromethyl-benzonitrile), N.CO (ammonia methanol). Conditions: temperature 55 celsius, time 30 minute. The product is NCC=1C=C(C#N)C=C(C1)C(F)(F)F (3-aminomethyl-5-trifluorometyl-benzonitrile). Reaction SMILES: Br[CH2:2][C:3]1[CH:4]=[C:5]([CH:8]=[C:9]([C:11]([F:14])([F:13])[F:12])[CH:10]=1)[C:6]#[N:7].[NH3:15].CO>>[NH2:15][CH2:2][C:3]1[CH:4]=[C:5]([CH:8]=[C:9]([C:11]([F:14])([F:13])[F:12])[CH:10]=1)[C:6]#[N:7] |f:1.2|. Procedure details: 3-Bromomethyl-5-trifluoromethyl-benzonitrile (which is prepared in Reference Example 12) (15.9 g) is dissolved in 7M-ammonia/methanol (550 ml), and the mixture is stirred at 50-60° C. for 30 minutes. The reaction solution is concentrated under reduced pressure. To the resulting residue are added a saturated aqueous sodium bicarbonate solution and chloroform, and the mixture is separated, and the organic layer is dried over sodium sulfate, and concentrated under reduced pressure. The resulting re...